From a dataset of the Open Reaction Database (ORD), a public repository of structured organic reaction records. describe an organic reaction: reactants, conditions, products, and yield The reactants are OC1=CC=C(C=O)C=C1 (4-hydroxybenzaldehyde), BrC(C(=O)OC)C (methyl 2-bromopropionate), C([O-])([O-])=O.[K+].[K+] (potassium carbonate). Solvent: CN(C=O)C (N,N-dimethylformamide). Product: C(=O)C1=CC=C(OC(C(=O)OC)C)C=C1 (methyl 2-(4-formylphenoxy)propionate). Yield: 71.5%. Reaction SMILES: [OH:1][C:2]1[CH:9]=[CH:8][C:5]([CH:6]=[O:7])=[CH:4][CH:3]=1.Br[CH:11]([CH3:16])[C:12]([O:14][CH3:15])=[O:13].C(=O)([O-])[O-].[K+].[K+]>CN(C)C=O>[CH:6]([C:5]1[CH:8]=[CH:9][C:2]([O:1][CH:11]([CH3:16])[C:12]([O:14][CH3:15])=[O:13])=[CH:3][CH:4]=1)=[O:7] |f:2.3.4|. Reported procedure: By the method of Example 1, Step H, 10.0 g (0.0819 mole) of 4-hydroxybenzaldehyde and 16.4 g (0.0983 mole) of methyl 2-bromopropionate were reacted in the presence of 13.6 g (0.0983 mole) of anhydrous potassium carbonate in N,N-dimethylformamide, yielding 12.2 g of methyl 2-(4-formylphenoxy)propionate as a yellow liquid. The NMR and IR spectra were consistent with the proposed structure. Reactants: CN(C)CCNc1ccccc1[N+](=O)[O-], CO, [Mg+2], NN, O=S(=O)([O-])[O-]. Product: CN(C)CCNc1ccccc1N. Reaction SMILES: [CH3:1][N:2]([CH2:3][CH2:4][NH:5][c:6]1[c:7]([N+:12]([O-:13])=[O:14])[cH:8][cH:9][cH:10][cH:11]1)[CH3:15].[CH3:24][OH:25].[Mg+2:18].[NH2:16][NH2:17].[O-:19][S:20]([O-:21])(=[O:22])=[O:23]>>[CH3:1][N:2]([CH2:3][CH2:4][NH:5][c:6]1[c:7]([NH2:12])[cH:8][cH:9][cH:10][cH:11]1)[CH3:15]. Reactants: [Cl-].C1(CCCCCC1)C[NH2+]CCCl (N-cycloheptylmethyl -N-(2-chloroethyl)ammonium chloride), ClC1=C(C=CC=C1Cl)N=C=S (2,3-dichlorophenyl isothiocyanate). As a reaction SMILES: [Cl-].[CH:2]1([CH2:9][NH2+:10][CH2:11][CH2:12]Cl)[CH2:8][CH2:7][CH2:6][CH2:5][CH2:4][CH2:3]1.[Cl:14][C:15]1[C:20]([Cl:21])=[CH:19][CH:18]=[CH:17][C:16]=1[N:22]=[C:23]=[S:24]>>[Cl:14][C:15]1[C:20]([Cl:21])=[CH:19][CH:18]=[CH:17][C:16]=1[N:22]=[C:23]1[N:10]([CH2:9][CH:2]2[CH2:3][CH2:4][CH2:5][CH2:6][CH2:7][CH2:8]2)[CH2:11][CH2:12][S:24]1 |f:0.1|. Procedure details: 2-Hydroxyethylamine was reacted with cycloheptylmethyl bromide according to Method B2a to give N-cycloheptylmethyl-N-(2-hydroxyethyl)amine. The alcohol was reacted with SOCl2 according to Method B7c to give N-cycloheptylmethyl -N-(2-chloroethyl)ammonium chloride. The chloroethylamine was reacted with 2,3-dichlorophenyl isothiocyanate to give 2-(2,3-dichlorophenylimino)-3-(cycloheptylmethyl)-1,3-thiazolidine. Product: ClC1=C(C=CC=C1Cl)N=C1SCCN1CC1CCCCCC1 (2-(2,3-dichlorophenylimino)-3-(cycloheptylmethyl)-1,3-thiazolidine). The solvent is ClCCl (dichloromethane). Procedure details: 5.0 g (16.1 mmol) tert-butyl N′-[1-(2,2,2-trifluoro-acetyl)-piperidin-4-yl]-hydrazine-carboxylate are dissolved in 50 ml dichloromethane and combined with 6.0 ml (77.9 mmol) trifluoroacetic acid. The reaction mixture is stirred for 5 hours at ambient temperature, then concentrated by evaporation. Yield: 6.70 g Yields the product FC(C(=O)N1CCC(CC1)NN)(F)F.FC(C(=O)[O-])(F)F (2,2,2-TRIFLUORO-1-(4-HYDRAZINO-PIPERIDIN-1-YL)-ETHANONE TRIFLUOROACETATE). Reaction conditions: time 5 hour. RXN SMILES: [F:1][C:2]([F:21])([F:20])[C:3]([N:5]1[CH2:10][CH2:9][CH:8]([NH:11][NH:12]C(OC(C)(C)C)=O)[CH2:7][CH2:6]1)=[O:4].[F:22][C:23]([F:28])([F:27])[C:24]([OH:26])=[O:25]>ClCCl>[F:21][C:2]([F:1])([F:20])[C:3]([N:5]1[CH2:10][CH2:9][CH:8]([NH:11][NH2:12])[CH2:7][CH2:6]1)=[O:4].[F:22][C:23]([F:28])([F:27])[C:24]([O-:26])=[O:25] |f:3.4|. Reactants: FC(C(=O)N1CCC(CC1)NNC(=O)OC(C)(C)C)(F)F (tert-butyl N′-[1-(2,2,2-trifluoro-acetyl)-piperidin-4-yl]-hydrazine-carboxylate), FC(C(=O)O)(F)F (trifluoroacetic acid). The reactants are C(=O)(O)[O-].[Na+] (NaHCO3), N1C(=NC2=C1C=CC=C2)C(=O)O (1H-Benzoimidazole-2-carboxylic acid), FC(C(=O)O)(F)F.N1=CN=C(C=C1)N1CCC(CC1)N (1-Pyrimidin-4-yl-piperidin-4-ylamine trifluoroacetate), C1COC(=O)N1P(=O)(N2CCOC2=O)Cl (BOP-Cl). Solvent: CN(C)C=O (DMF), CCN(CC)CC (NEt3). Reaction conditions: time 3 hour. Product: N1=CN=C(C=C1)N1CCC(CC1)NC(=O)C1=NC2=C(N1)C=CC=C2 (1H-Benzoimidazole-2-carboxylic acid (1-pyrimidin-4-yl-piperidin-4-yl)-amide). As a reaction SMILES: [NH:1]1[C:5]2[CH:6]=[CH:7][CH:8]=[CH:9][C:4]=2[N:3]=[C:2]1[C:10]([OH:12])=O.FC(F)(F)C(O)=O.[N:20]1[CH:25]=[CH:24][C:23]([N:26]2[CH2:31][CH2:30][CH:29]([NH2:32])[CH2:28][CH2:27]2)=[N:22][CH:21]=1.C1N(P(Cl)(N2C(=O)OCC2)=O)C(=O)OC1.C([O-])(O)=O.[Na+]>CN(C=O)C.CCN(CC)CC>[N:20]1[CH:25]=[CH:24][C:23]([N:26]2[CH2:27][CH2:28][CH:29]([NH:32][C:10]([C:2]3[NH:1][C:5]4[CH:6]=[CH:7][CH:8]=[CH:9][C:4]=4[N:3]=3)=[O:12])[CH2:30][CH2:31]2)=[N:22][CH:21]=1 |f:1.2,4.5|. Reported procedure: To a solution of 80 mg 1H-Benzoimidazole-2-carboxylic acid in 1 mL DMF and 0.2 mL NEt3, 200 mg 1-Pyrimidin-4-yl-piperidin-4-ylamine trifluoroacetate and 125 mg BOP-Cl were added and the mixture was stirred for 3 h. Finally, 3 mL saturated NaHCO3 solution were added and the mixture was filtered through a chem elut® cartridge by elution with ethyl acetate. After removal of the solvent under reduced pressure the crude product was subjected to the next reaction step without further purification. Yie... Starting materials: NC=1C=C(C(=C(C1)[C@]1(N=C(O[C@@H](C1)C(F)(F)F)N)C)F)F ((4S,6S)-4-(5-amino-2,3-difluorophenyl)-4-methyl-6-(trifluoromethyl)-5,6-dihydro-4H-1,3-oxazin-2-amine), ClC=1C=NC2=C(N=CC=C2C1)Cl (3,8-dichloro-1,7-naphthyridine), ClC=1C=NC2=C(N=CC=C2C1)Cl (3,8-dichloro-1,7-naphthyridine). Product: ClC=1C=NC2=C(N=CC=C2C1)NC=1C=C(C(=C(C1)[C@]1(N=C(O[C@@H](C1)C(F)(F)F)N)C)F)F ((4S,6S)-4-(5-((3-chloro-1,7-naphthyridin-8-yl)amino)-2,3-difluorophenyl)-4-methyl-6-(trifluoromethyl)-5,6-dihydro-4H-1,3-oxazin-2-amine). Reaction SMILES: [NH2:1][C:2]1[CH:3]=[C:4]([F:21])[C:5]([F:20])=[C:6]([C@:8]2([CH3:19])[CH2:13][C@@H:12]([C:14]([F:17])([F:16])[F:15])[O:11][C:10]([NH2:18])=[N:9]2)[CH:7]=1.[Cl:22][C:23]1[CH:24]=[N:25][C:26]2[C:31]([CH:32]=1)=[CH:30][CH:29]=[N:28][C:27]=2Cl>>[Cl:22][C:23]1[CH:24]=[N:25][C:26]2[C:31]([CH:32]=1)=[CH:30][CH:29]=[N:28][C:27]=2[NH:1][C:2]1[CH:3]=[C:4]([F:21])[C:5]([F:20])=[C:6]([C@:8]2([CH3:19])[CH2:13][C@@H:12]([C:14]([F:17])([F:16])[F:15])[O:11][C:10]([NH2:18])=[N:9]2)[CH:7]=1. Procedure: The titled compound was synthesized by procedure and steps analogous to those described in Method B, Step 2, Example 8 above, but using (4S,6S)-4-(5-amino-2,3-difluorophenyl)-4-methyl-6-(trifluoromethyl)-5,6-dihydro-4H-1,3-oxazin-2-amine (17i, Example 163, Method Y step 9) in step 2 and 3,8-dichloro-1,7-naphthyridine (intermediate 2). MS m/z=472.1 [M+H]+. Calculated for C20H15ClF5N50: 471.8 The reactants are [Si](C)(C)(C(C)(C)C)O[C@@H]1C[C@@H]2CC[C@H]3[C@@H]4C[C@H]5[C@H]([C@H](C)[C@]6(O5)CC[C@@H](C)CO6)[C@]4([C@@H]([C@@H]([C@@H]3[C@]2(CC1)C)O)O)C ((3β,5α,11β,12β,25R)-3-(t-butyldimethylsilyloxy)spirostan-11,12-diol), C(C)(=O)OC(C)=O (acetic anhydride), N1=CC=CC=C1 (pyridine). Solvent: C(Cl)Cl (methylene chloride). Product: [Si](C)(C)(C(C)(C)C)O[C@@H]1C[C@@H]2CC[C@H]3[C@@H]4C[C@H]5[C@H]([C@H](C)[C@]6(O5)CC[C@@H](C)CO6)[C@]4([C@@H]([C@@H]([C@@H]3[C@]2(CC1)C)O)OC(C)=O)C ((3β,5α,11β,12β,25R)-3-(t-butyldimethylsilyloxy)-12-acetoxyspirostan-11-ol). Reaction SMILES: [Si:1]([O:8][C@H:9]1[CH2:35][CH2:34][C@@:33]2([CH3:36])[C@@H:11]([CH2:12][CH2:13][C@@H:14]3[C@@H:32]2[C@@H:31]([OH:37])[C@@H:30]([OH:38])[C@@:29]2([CH3:39])[C@H:15]3[CH2:16][C@@H:17]3[O:22][C@@:21]4([O:28][CH2:27][C@H:25]([CH3:26])[CH2:24][CH2:23]4)[C@@H:19]([CH3:20])[C@@H:18]32)[CH2:10]1)([C:4]([CH3:7])([CH3:6])[CH3:5])([CH3:3])[CH3:2].[C:40](OC(=O)C)(=[O:42])[CH3:41].N1C=CC=CC=1>C(Cl)Cl>[Si:1]([O:8][C@H:9]1[CH2:35][CH2:34][C@@:33]2([CH3:36])[C@@H:11]([CH2:12][CH2:13][C@@H:14]3[C@@H:32]2[C@@H:31]([OH:37])[C@@H:30]([O:38][C:40](=[O:42])[CH3:41])[C@@:29]2([CH3:39])[C@H:15]3[CH2:16][C@@H:17]3[O:22][C@@:21]4([O:28][CH2:27][C@H:25]([CH3:26])[CH2:24][CH2:23]4)[C@@H:19]([CH3:20])[C@@H:18]32)[CH2:10]1)([C:4]([CH3:5])([CH3:6])[CH3:7])([CH3:2])[CH3:3]. Procedure details: (3β,5α,11β,12β,25R)-3-(t-butyldimethylsilyloxy)spirostan-11,12-diol was selectively acetylated with acetic anhydride, pyridine and dimethylaminopydriine in methylene chloride to give the title compound.